From a dataset of the Open Reaction Database (ORD), a public repository of structured organic reaction records. describe an organic reaction: reactants, conditions, products, and yield Starting materials: CCOC(=O)c1ccc(-c2ccc(O)c(Br)c2)cc1, CC(C)(C)[Si](C)(C)OCCCBr, CN(C)C=O, [H-], [Na+]. The product is CCOC(=O)c1ccc(-c2ccc(OCCCO[Si](C)(C)C(C)(C)C)c(Br)c2)cc1. Reaction SMILES: [Br:1][c:2]1[cH:3][c:4](-[c:9]2[cH:10][cH:11][c:12]([C:15](=[O:16])[O:17][CH2:18][CH3:19])[cH:13][cH:14]2)[cH:5][cH:6][c:7]1[OH:8].[Br:22][CH2:23][CH2:24][CH2:25][O:26][Si:27]([CH3:28])([CH3:29])[C:30]([CH3:31])([CH3:32])[CH3:33].[CH3:34][N:35]([CH3:36])[CH:37]=[O:38].[H-:20].[Na+:21]>>[Br:1][c:2]1[cH:3][c:4](-[c:9]2[cH:10][cH:11][c:12]([C:15](=[O:16])[O:17][CH2:18][CH3:19])[cH:13][cH:14]2)[cH:5][cH:6][c:7]1[O:8][CH2:23][CH2:24][CH2:25][O:26][Si:27]([CH3:28])([CH3:29])[C:30]([CH3:31])([CH3:32])[CH3:33]. The reactants are CCCBr, CCOC(C)=O, [H-], [Na+], CN(C)C=O, CCOC(=O)c1ccc(O)cc1. Product: CCCOc1ccc(C(=O)OCC)cc1. As a reaction SMILES: [Br:13][CH2:14][CH2:15][CH3:16].[CH3:24][CH2:25][O:26][C:27](=[O:28])[CH3:29].[H-:18].[Na+:17].[O:19]=[CH:20][N:21]([CH3:22])[CH3:23].[OH:1][c:2]1[cH:3][cH:4][c:5]([C:6](=[O:7])[O:8][CH2:9][CH3:10])[cH:11][cH:12]1>>[O:1]([c:2]1[cH:3][cH:4][c:5]([C:6](=[O:7])[O:8][CH2:9][CH3:10])[cH:11][cH:12]1)[CH2:14][CH2:15][CH3:16]. Starting materials: CCOC(C)=O, CO, CN1CCc2cccc(Nc3cc(Cl)ncc3Cl)c2C1=O, Cc1nn(CCO)cc1N. The product is Cc1nn(CCO)cc1Nc1cc(Nc2cccc3c2C(=O)N(C)CC3)c(Cl)cn1. RXN SMILES: [CH3:32][CH2:33][O:34][C:35]([CH3:36])=[O:37].[CH3:38][OH:39].[Cl:1][c:2]1[n:3][cH:4][c:5]([Cl:21])[c:6]([NH:8][c:9]2[cH:10][cH:11][cH:12][c:13]3[c:18]2[C:17](=[O:19])[N:16]([CH3:20])[CH2:15][CH2:14]3)[cH:7]1.[NH2:22][c:23]1[c:24]([CH3:31])[n:25][n:26]([CH2:28][CH2:29][OH:30])[cH:27]1>>[c:2]1([NH:22][c:23]2[c:24]([CH3:31])[n:25][n:26]([CH2:28][CH2:29][OH:30])[cH:27]2)[n:3][cH:4][c:5]([Cl:21])[c:6]([NH:8][c:9]2[cH:10][cH:11][cH:12][c:13]3[c:18]2[C:17](=[O:19])[N:16]([CH3:20])[CH2:15][CH2:14]3)[cH:7]1. RXN SMILES: [Cl:1][C:2]1[CH:10]=[C:9]2[C:5]([CH2:6][C:7](=[O:11])[NH:8]2)=[CH:4][CH:3]=1.[Cl:12][C:13]1[CH:14]=[C:15]([CH:18]=[CH:19][C:20]=1[F:21])[CH:16]=O.N1CCCCC1>CO>[Cl:1][C:2]1[CH:10]=[C:9]2[C:5](/[C:6](=[CH:16]/[C:15]3[CH:18]=[CH:19][C:20]([F:21])=[C:13]([Cl:12])[CH:14]=3)/[C:7](=[O:11])[NH:8]2)=[CH:4][CH:3]=1. Reactants: ClC1=CC=C2CC(NC2=C1)=O (6-chloro-2-oxindole), ClC=1C=C(C=O)C=CC1F (3-chloro-4-fluorobenzaldehyde), N1CCCCC1 (piperidine). Solvent: CO (methanol). The product is ClC1=CC=C2/C(/C(NC2=C1)=O)=C/C1=CC(=C(C=C1)F)Cl (Z-6-chloro-3-(3-chloro-4-fluoro-benzylidene)-1,3-dihydro-indol-2-one). Procedure details: To the mixture of 6-chloro-2-oxindole (5.3 g, 32 mmol) (Crescent) and 3-chloro-4-fluorobenzaldehyde (5 g, 32 mmol) (Aldrich) in methanol (200 mL) was added piperidine (2.7 g, 32 mmol) (Aldrich) dropwise. The mixture was then heated at 50° C. for 3 h. After cooled to 4° C., the mixture was filtered and resulting precipitate was collected, dried to give E/Z-6-chloro-3-(3-chloro-4-fluoro-benzylidene)-1,3-dihydro-indol-2-one as a yellow solid (Yield 8 g, 82%). Reaction conditions: temperature 50 celsius. Yield: 81.1%. The reactants are [Cl-].[In+3].[Cl-].[Cl-] (indium(III) chloride), FC(C(=O)O)(F)F (trifluoroacetic acid), ClC1=CC(=C(C=C1)C(C1C(C1)C#N)O)OC (2-[(4-Chloro-2-methoxyphenyl)(hydroxy)methyl]cyclopropanecarbonitrile), CS(=O)(=O)CC=1C=CC=C2C=CNC12 (7-[(Methylsulfonyl)methyl]-1H-indole), [Cl-].[NH4+] (ammonium chloride). Solvent: ClCCCl (1,2-dichloroethane). The product is ClC1=CC(=C(C=C1)C(C1C(C1)C#N)C1=CNC2=C(C=CC=C12)CS(=O)(=O)C)OC (2-[(4-Chloro-2-methoxyphenyl){7-[(methylsulfonyl)methyl]-1H-indol-3-yl}methyl]cyclopropane-carbonitrile). Reaction SMILES: [Cl-].[In+3].[Cl-].[Cl-].FC(F)(F)C(O)=O.[Cl:12][C:13]1[CH:18]=[CH:17][C:16]([CH:19](O)[CH:20]2[CH2:22][CH:21]2[C:23]#[N:24])=[C:15]([O:26][CH3:27])[CH:14]=1.[CH3:28][S:29]([CH2:32][C:33]1[CH:34]=[CH:35][CH:36]=[C:37]2[C:41]=1[NH:40][CH:39]=[CH:38]2)(=[O:31])=[O:30].[Cl-].[NH4+]>ClCCCl>[Cl:12][C:13]1[CH:18]=[CH:17][C:16]([CH:19]([C:38]2[C:37]3[C:41](=[C:33]([CH2:32][S:29]([CH3:28])(=[O:31])=[O:30])[CH:34]=[CH:35][CH:36]=3)[NH:40][CH:39]=2)[CH:20]2[CH2:22][CH:21]2[C:23]#[N:24])=[C:15]([O:26][CH3:27])[CH:14]=1 |f:0.1.2.3,7.8|. Procedure details: 104 mg (0.47 mmol) of indium(III) chloride and 0.05 ml (0.70 mmol) of trifluoroacetic acid were added to 93.0 mg (0.39 mmol) of the compound from Example 163A and 112 mg (0.47 mmol) of the compound from Example 86A with a purity of 88% under argon in 5 ml of 1,2-dichloroethane, and the mixture was heated under reflux for 2 h. Addition of the reaction mixture to saturated aqueous ammonium chloride solution was followed by extraction with dichloromethane, drying over magnesium sulfate, filtration ... Starting materials: COC=1C=C(CN2CC(CC2=O)(CC2=CC=CC=C2)CCN2CCC(CC2)NC2=NC3=C(N2CCOCC)C=CC=C3)C=C(C1OC)OC (1-(3,4,5-trimethoxybenzyl)-3-(2-(4-(1-(2-ethoxyethyl)-1H-benzimidazol-2-yl-amino)piperidin-1-yl)ethyl)-3-(phenylmethyl)-5-oxopyrrolidine), CS(=O)(=O)O (methanesulfonic acid), C(C)(=O)OCC (ethyl acetate). Run in C(C)OCC (diethyl ether). Run at time 1 hour. The product is CS(=O)(=O)O.COC=1C=C(CN2CC(CC2=O)(CC2=CC=CC=C2)CCN2CCC(CC2)NC2=NC3=C(N2CCOCC)C=CC=C3)C=C(C1OC)OC (1-(3,4,5-trimethoxybenzyl)-3-(2-(4-(1-(2-ethoxyethyl)-1H-benzimidazol-2-yl-amino)piperidin-1-yl)ethyl)-3-(phenylmethyl)-5-oxopyrrolidine Methanesulfonic Acid Salt). As a reaction SMILES: [CH3:1][O:2][C:3]1[CH:4]=[C:5]([CH:43]=[C:44]([O:48][CH3:49])[C:45]=1[O:46][CH3:47])[CH2:6][N:7]1[C:11](=[O:12])[CH2:10][C:9]([CH2:20][CH2:21][N:22]2[CH2:27][CH2:26][CH:25]([NH:28][C:29]3[N:33]([CH2:34][CH2:35][O:36][CH2:37][CH3:38])[C:32]4[CH:39]=[CH:40][CH:41]=[CH:42][C:31]=4[N:30]=3)[CH2:24][CH2:23]2)([CH2:13][C:14]2[CH:19]=[CH:18][CH:17]=[CH:16][CH:15]=2)[CH2:8]1.[CH3:50][S:51]([OH:54])(=[O:53])=[O:52].C(OCC)(=O)C>C(OCC)C>[CH3:50][S:51]([OH:54])(=[O:53])=[O:52].[CH3:49][O:48][C:44]1[CH:43]=[C:5]([CH:4]=[C:3]([O:2][CH3:1])[C:45]=1[O:46][CH3:47])[CH2:6][N:7]1[C:11](=[O:12])[CH2:10][C:9]([CH2:20][CH2:21][N:22]2[CH2:27][CH2:26][CH:25]([NH:28][C:29]3[N:33]([CH2:34][CH2:35][O:36][CH2:37][CH3:38])[C:32]4[CH:39]=[CH:40][CH:41]=[CH:42][C:31]=4[N:30]=3)[CH2:24][CH2:23]2)([CH2:13][C:14]2[CH:19]=[CH:18][CH:17]=[CH:16][CH:15]=2)[CH2:8]1 |f:4.5|. Reported procedure: Combine 1-(3,4,5-trimethoxybenzyl)-3-(2-(4-(1-(2-ethoxyethyl)-1H-benzimidazol-2-yl-amino)piperidin-1-yl)ethyl)-3-(phenylmethyl)-5-oxopyrrolidine (0.031 g, 0.05 mmol), methanesulfonic acid (9 mg, 0.097 mmol), and ethyl acetate (2 mL). Heat to reflux. After 1 hour, cool to ambient temperature and add diethyl ether (10 mL) to give a solid. After stirring for 4 hours, decant the solvent. Collect the solid by filtration, rinse with diethyl ether, and dry to give the title compound. Solvent: C1CCOC1 (THF). Reaction SMILES: [F:1][C:2]1[CH:3]=[C:4]([NH:9][C:10](=[O:15])[C:11]([CH3:14])([CH3:13])[CH3:12])[CH:5]=[CH:6][C:7]=1[F:8].[Li]CCCC.[F:21][C:22]1[CH:32]=[CH:31][C:25]([C:26](OCC)=[O:27])=[CH:24][CH:23]=1>C1COCC1>[F:1][C:2]1[C:3]([C:26](=[O:27])[C:25]2[CH:31]=[CH:32][C:22]([F:21])=[CH:23][CH:24]=2)=[C:4]([NH:9][C:10](=[O:15])[C:11]([CH3:12])([CH3:14])[CH3:13])[CH:5]=[CH:6][C:7]=1[F:8]. The product is FC=1C(=C(C=CC1F)NC(C(C)(C)C)=O)C(C1=CC=C(C=C1)F)=O (N-[3,4-difluoro-2-(4-fluorobenzoyl)phenyl]-2,2-dimethylpropanamide). Reported procedure: To a −78° C. solution of 2.5 g (11.724 mmol) N-(3,4-difluorophenyl)-2,2-dimethylpropanamide in 39 ml anhydrous THF was added drop wise over 15 mins 18 mL (28.136 mmol) n-BuLi (1.6M solution in cyclohexanes). After 1 hr at −78° C., 4 mL (26.966 mmol) ethyl 4-fluorobenzoate was added dropwise and the reaction mixture stirred from −78° C. to rt. After 45 mins, the reaction mixture was cooled to 0 C and quenched with saturated ammonium chloride and poured into a 1:1 mixture of ether:water and warmed... Conditions: time 1 hour. Reactants: FC=1C=C(C=CC1F)NC(C(C)(C)C)=O (N-(3,4-difluorophenyl)-2,2-dimethylpropanamide), [Li]CCCC (n-BuLi), FC1=CC=C(C(=O)OCC)C=C1 (ethyl 4-fluorobenzoate).